From a dataset of the Open Reaction Database (ORD), a public repository of structured organic reaction records. describe an organic reaction: reactants, conditions, products, and yield Reactants: CN1C(C)(C)CCCC1(C)C, CN(C)c1ccncc1, CCCCOC(=O)Cl, ClCCl, CC(=O)[O-], CC(=O)[O-], [Pd+2], c1ccc(P(c2ccccc2)c2ccccc2)cc1, C#Cc1ccccc1. Product: CCCCOC(=O)C#Cc1ccccc1. As a reaction SMILES: [CH3:20][N:21]1[C:22]([CH3:23])([CH3:24])[CH2:25][CH2:26][CH2:27][C:28]1([CH3:29])[CH3:30].[CH3:47][N:48]([CH3:49])[c:50]1[cH:51][cH:52][n:53][cH:54][cH:55]1.[Cl:39][C:40](=[O:41])[O:42][CH2:43][CH2:44][CH2:45][CH3:46].[Cl:65][CH2:66][Cl:67].[O-:57][C:58]([CH3:59])=[O:60].[O-:61][C:62]([CH3:63])=[O:64].[Pd+2:56].[c:1]1([P:2]([c:3]2[cH:4][cH:5][cH:6][cH:7][cH:8]2)[c:9]2[cH:10][cH:11][cH:12][cH:13][cH:14]2)[cH:15][cH:16][cH:17][cH:18][cH:19]1.[c:31]1([C:37]#[CH:38])[cH:32][cH:33][cH:34][cH:35][cH:36]1>>[c:31]1([C:37]#[C:38][C:40](=[O:41])[O:42][CH2:43][CH2:44][CH2:45][CH3:46])[cH:32][cH:33][cH:34][cH:35][cH:36]1. Reactants: Cc1nccc2c([N+](=O)[O-])cccc12, CO, [H][H], C1CCOC1. Yields the product Cc1nccc2c(N)cccc12. As a reaction SMILES: [CH3:1][c:2]1[n:3][cH:4][cH:5][c:6]2[c:7]([N+:12]([O-:13])=[O:14])[cH:8][cH:9][cH:10][c:11]12.[CH3:22][OH:23].[H:20][H:21].[O:15]1[CH2:16][CH2:17][CH2:18][CH2:19]1>>[CH3:1][c:2]1[n:3][cH:4][cH:5][c:6]2[c:7]([NH2:12])[cH:8][cH:9][cH:10][c:11]12. The reactants are ClC=1C=C(C(=O)OC)C=C(N1)Cl (methyl 2,6-dichloroisonicotinate), C1(=CC=CC=C1)C (toluene), C(CCC)[Sn](C=C)(CCCC)CCCC (tributyl(vinyl)tin). Reagents/catalysts: C=1C=CC(=CC1)/C=C/C(=O)/C=C/C2=CC=CC=C2.C=1C=CC(=CC1)/C=C/C(=O)/C=C/C2=CC=CC=C2.C=1C=CC(=CC1)/C=C/C(=O)/C=C/C2=CC=CC=C2.[Pd].[Pd] (tris(dibenzylideneacetone)dipalladium). Solvent: C(C)OCC (diethyl ether). The product is COC(C1=CC(=NC(=C1)C=C)Cl)=O (2-Chloro-6-vinyl-isonicotinic acid methyl ester). The yield is 70.0%. Reaction SMILES: Cl[C:2]1[CH:3]=[C:4]([CH:9]=[C:10]([Cl:12])[N:11]=1)[C:5]([O:7][CH3:8])=[O:6].[C:13]1(C)C=CC=C[CH:14]=1.C([Sn](CCCC)(CCCC)C=C)CCC>C(OCC)C.C1C=CC(/C=C/C(/C=C/C2C=CC=CC=2)=O)=CC=1.C1C=CC(/C=C/C(/C=C/C2C=CC=CC=2)=O)=CC=1.C1C=CC(/C=C/C(/C=C/C2C=CC=CC=2)=O)=CC=1.[Pd].[Pd]>[CH3:8][O:7][C:5](=[O:6])[C:4]1[CH:3]=[C:2]([CH:13]=[CH2:14])[N:11]=[C:10]([Cl:12])[CH:9]=1 |f:4.5.6.7.8|. Procedure: Add methyl 2,6-dichloroisonicotinate (3.8 g, 18.4 mmol), tetrakis(triphenylphosphine)palladium (0) (1.15 g, 0.99 mmol), triphenyhlphosphine (524 mg, 2 mmol) and toluene (40 mL) in a previously nitrogen-filled sealed vessel. Flush the reactants with nitrogen again. Add tributyl(vinyl)tin (6.98 mL, 24.0 mmol) under nitrogen and heat the sealed mixture at 95° C. overnight with vigorous stirring. Cool the reaction to room temperature, dilute with diethyl ether and filter through a filtering agent. W... Procedure: The title compound was prepared in analogy to Example 60 starting from 3-bromomethyl-benzoic acid methyl ester, cyclopropanesulfonamide (commercially available), (1R,2S) and (1S,2R)-2-(4-fluorophenyl)spiro[cyclopropane-1,3′-indolin]-2′-one prepared as in Scheme 1. LC/MS m/e calcd. for C27H23FN2O4S: 490, observed (M+H)+: 491.2 1HNMR (400 MHz, DMSO-d6) δppm 0.84-0.94 (m, 2 H) 0.94-1.04 (m, 2 H) 2.08-2.18 (m, 1 H) 2.32-2.40 (m, 1 H) 2.98-3.09 (m, 1 H) 3.21 (t, 1 H) 5.06 (s, 2 H) 6.09 (d, 1 H) 6.68 ... Reactants: 491.2, COC(C1=CC(=CC=C1)CBr)=O (3-bromomethyl-benzoic acid methyl ester), C1(CC1)S(=O)(=O)N (cyclopropanesulfonamide), FC1=CC=C(C=C1)[C@H]1C[C@]12C(NC1=CC=CC=C21)=O ((1S,2R)-2-(4-fluorophenyl)spiro[cyclopropane-1,3′-indolin]-2′-one). Reaction SMILES: CO[C:3](=[O:12])[C:4]1[CH:9]=[CH:8][CH:7]=[C:6]([CH2:10]Br)[CH:5]=1.[CH:13]1([S:16]([NH2:19])(=[O:18])=[O:17])[CH2:15][CH2:14]1.[F:20][C:21]1[CH:26]=[CH:25][C:24]([C@@H:27]2[C@:29]3([C:37]4[C:32](=[CH:33][CH:34]=[CH:35][CH:36]=4)[NH:31][C:30]3=[O:38])[CH2:28]2)=[CH:23][CH:22]=1>>[CH:13]1([S:16]([NH:19][C:3](=[O:12])[C:4]2[CH:9]=[CH:8][CH:7]=[C:6]([CH2:10][N:31]3[C:32]4[C:37](=[CH:36][CH:35]=[CH:34][CH:33]=4)[C@:29]4([CH2:28][C@H:27]4[C:24]4[CH:23]=[CH:22][C:21]([F:20])=[CH:26][CH:25]=4)[C:30]3=[O:38])[CH:5]=2)(=[O:18])=[O:17])[CH2:15][CH2:14]1. The product is C1(CC1)S(=O)(=O)NC(C1=CC(=CC=C1)CN1C([C@@]2(C3=CC=CC=C13)[C@@H](C2)C2=CC=C(C=C2)F)=O)=O ((1R,2S)—N-(cyclopropylsulfonyl)-3-((2-(4-fluorophenyl)-2′-oxospiro [cyclopropane-1,3′-indoline]-1′-yl)methyl)benzamide). Starting materials: C(C=C)OC(C(=P(C1=CC=CC=C1)(C1=CC=CC=C1)C1=CC=CC=C1)N1C([C@@H]([C@H]1S)[C@@H](C)OC(=O)OCC=C)=O)=O (2-[(3S,4R)-3-[(1R)-1-allyloxycarbonyloxyethyl]-4-mercapto-2-oxo-azetidin-1-yl]-2-triphenylphosphoranylideneacetic acid allyl ester), Cl.CC1=NC=C(C(=O)Cl)C=C1 (6-methylnicotinoyl chloride hydrochloride). Reagents/catalysts: [Ag] (silver). Product: C(C=C)OC(C(=P(C1=CC=CC=C1)(C1=CC=CC=C1)C1=CC=CC=C1)N1C([C@@H]([C@H]1SC(C1=CN=C(C=C1)C)=O)[C@@H](C)OC(=O)OCC=C)=O)=O (2-[(3S,4R)-3-[(1R)-1-allyloxycarbonyloxyethyl]-4-(6-methylnicotinoylthio)-2-oxo-azetidin-1-yl]-2-triphenylphosphoranylideneacetic acid allyl ester). RXN SMILES: [CH2:1]([O:4][C:5](=[O:41])[C:6]([N:26]1[C@H:29]([SH:30])[C@@H:28]([C@H:31]([O:33][C:34]([O:36][CH2:37][CH:38]=[CH2:39])=[O:35])[CH3:32])[C:27]1=[O:40])=[P:7]([C:20]1[CH:25]=[CH:24][CH:23]=[CH:22][CH:21]=1)([C:14]1[CH:19]=[CH:18][CH:17]=[CH:16][CH:15]=1)[C:8]1[CH:13]=[CH:12][CH:11]=[CH:10][CH:9]=1)[CH:2]=[CH2:3].Cl.[CH3:43][C:44]1[CH:52]=[CH:51][C:47]([C:48](Cl)=[O:49])=[CH:46][N:45]=1>[Ag]>[CH2:1]([O:4][C:5](=[O:41])[C:6]([N:26]1[C@H:29]([S:30][C:48](=[O:49])[C:47]2[CH:51]=[CH:52][C:44]([CH3:43])=[N:45][CH:46]=2)[C@@H:28]([C@H:31]([O:33][C:34]([O:36][CH2:37][CH:38]=[CH2:39])=[O:35])[CH3:32])[C:27]1=[O:40])=[P:7]([C:14]1[CH:19]=[CH:18][CH:17]=[CH:16][CH:15]=1)([C:20]1[CH:21]=[CH:22][CH:23]=[CH:24][CH:25]=1)[C:8]1[CH:13]=[CH:12][CH:11]=[CH:10][CH:9]=1)[CH:2]=[CH2:3] |f:1.2|. Procedure: 0.415 g of the silver salt of 2-[(3S,4R)-3-[(1R)-1-allyloxycarbonyloxyethyl]-4-mercapto-2-oxo-azetidin-1-yl]-2-triphenylphosphoranylideneacetic acid allyl ester and 0.18 g of 6-methylnicotinoyl chloride hydrochloride are converted into the title compound analogously to Example 1.